describe an organic reaction: reactants, conditions, products, and yield From a dataset of the Open Reaction Database (ORD), a public repository of structured organic reaction records. The reactants are C(C)(=O)OC(C)=O (Acetic anhydride), OCC1=C(C#N)C(=CC=C1)[N+](=O)[O-] (2-(hydroxymethyl)-6-nitrobenzonitrile), N1=CC=CC=C1 (pyridine). Reagents/catalysts: CN(C)C=1C=CN=CC1 (DMAP). The solvent is C(Cl)Cl (CH2Cl2). Run at time 24 hour. Yields the product C(C)(=O)OCC1=C(C(=CC=C1)[N+](=O)[O-])C#N (2-Cyano-3-nitrobenzyl acetate). RXN SMILES: [C:1]([O:4][C:5](=[O:7])[CH3:6])(=O)[CH3:2].OCC1[CH:17]=[CH:16][CH:15]=[C:14]([N+:18]([O-:20])=[O:19])[C:11]=1[C:12]#[N:13].N1C=CC=CC=1>CN(C1C=CN=CC=1)C.C(Cl)Cl>[C:5]([O:4][CH2:1][C:2]1[CH:17]=[CH:16][CH:15]=[C:14]([N+:18]([O-:20])=[O:19])[C:11]=1[C:12]#[N:13])(=[O:7])[CH3:6]. Procedure: Acetic anhydride (0.84 mL, 8.87 mmol) was added to a solution of 2-(hydroxymethyl)-6-nitrobenzonitrile (Example 207d) (0.31 g, 1.77 mmol), pyridine (0.86 mL, 10.6 mmol), and DMAP (0.22 g, 1.77 mmol) in CH2Cl2 (10 mL), and stirred for 24 h at rt. The mixture was washed mice with AcOH (1 M, 20 mL), dried with MgSO4, concentrated, and purified by chromatography on silica using CH2Cl2, to give the title compound in amount of 0.36 g (92%) as a yellow solid. 1H NMR (400 MHz, DMSO-d6) δ 2.12 (s, 3H), 5...